Dataset: the Open Reaction Database (ORD), a public repository of structured organic reaction records. Task: describe an organic reaction: reactants, conditions, products, and yield Procedure: A solution of 4 (500 mg) in dry methanol (10 ml) is deacetylated with sodium methoxide (25 mg), and worked up in the normal manner to give a crystalline mass. Recrystallization from isopropanol affords 5 in near quantitative yield (323 mg); m.p. 145°-146° C.; [α]D27 -215±1.0° (C 0.97, methanol). RXN SMILES: C([O:4][C@H:5]1[C@@H:20]([O:21]C(=O)C)[C@H:19]([O:25]C(=O)C)[C@@H:18]([CH2:29][O:30]C(=O)C)[O:17][C@H:6]1[S:7][CH2:8][CH:9]=[CH:10][C:11]1[CH:16]=[CH:15][CH:14]=[CH:13][CH:12]=1)(=O)C.C[O-].[Na+]>CO>[S:7]([CH2:8][CH:9]=[CH:10][C:11]1[CH:16]=[CH:15][CH:14]=[CH:13][CH:12]=1)[C@@H:6]1[O:17][C@H:18]([CH2:29][OH:30])[C@@H:19]([OH:25])[C@H:20]([OH:21])[C@@H:5]1[OH:4] |f:1.2|. Solvent: CO (methanol), CO (methanol). Yields the product S([C@H]1[C@@H](O)[C@@H](O)[C@H](O)[C@H](O1)CO)CC=CC1=CC=CC=C1 (Cinnamyl 1-thio-β-D-mannopyranoside). Reactants: C(C)(=O)O[C@@H]1[C@H](SCC=CC2=CC=CC=C2)O[C@@H]([C@H]([C@@H]1OC(C)=O)OC(C)=O)COC(C)=O (Cinnamyl 2,3,4,6-tetra-O-acetyl-1-thio-β-D-mannopyranoside), C[O-].[Na+] (sodium methoxide). Starting materials: O=C1CN(c2cccc(-n3cc(-c4ccc(Cl)cc4Cl)nc3Cc3ccc(Br)cc3)c2)S(=O)(=O)N1, OB(O)c1cccc(SCC2CCCCC2)c1. Yields the product O=C1CN(c2cccc(-n3cc(-c4ccc(Cl)cc4Cl)nc3Cc3ccc(-c4cccc(SCC5CCCCC5)c4)cc3)c2)S(=O)(=O)N1. RXN SMILES: [Br:1][c:2]1[cH:3][cH:4][c:5]([CH2:6][c:7]2[n:8](-[c:20]3[cH:21][c:22]([N:26]4[CH2:27][C:28](=[O:33])[NH:29][S:30]4(=[O:31])=[O:32])[cH:23][cH:24][cH:25]3)[cH:9][c:10](-[c:12]3[c:13]([Cl:19])[cH:14][c:15]([Cl:18])[cH:16][cH:17]3)[n:11]2)[cH:34][cH:35]1.[CH:36]1([CH2:42][S:43][c:44]2[cH:45][c:46]([B:50]([OH:51])[OH:52])[cH:47][cH:48][cH:49]2)[CH2:37][CH2:38][CH2:39][CH2:40][CH2:41]1>>[c:2]1(-[c:46]2[cH:45][c:44]([S:43][CH2:42][CH:36]3[CH2:37][CH2:38][CH2:39][CH2:40][CH2:41]3)[cH:49][cH:48][cH:47]2)[cH:3][cH:4][c:5]([CH2:6][c:7]2[n:8](-[c:20]3[cH:21][c:22]([N:26]4[CH2:27][C:28](=[O:33])[NH:29][S:30]4(=[O:31])=[O:32])[cH:23][cH:24][cH:25]3)[cH:9][c:10](-[c:12]3[c:13]([Cl:19])[cH:14][c:15]([Cl:18])[cH:16][cH:17]3)[n:11]2)[cH:34][cH:35]1. The reactants are N([C@@H](CCCNC(N)=N)C(=O)N[C@@H](CCCNC(N)=N)C(=O)N1[C@H](C(=O)N[C@@H](CC2=CC=CC=C2)C(=O)N[C@@H](CC2=CNC=N2)C(=O)N[C@@H](CC(C)C)[C@@H](O)CC(=O)NCCC(=O)N[C@@H](CC2=CNC=N2)C(=O)N)CCC1)C(=O)OCC1=CC=CC=C1 (Z-Arg-Arg-Pro-Phe-His-Sta-β-Ala-His-NH2), Pd on-carbon, [H][H] (hydrogen). Run in CO (MeOH). Product: N[C@@H](CCCNC(N)=N)C(=O)N[C@@H](CCCNC(N)=N)C(=O)N1[C@H](C(=O)N[C@@H](CC2=CC=CC=C2)C(=O)N[C@@H](CC2=CNC=N2)C(=O)N[C@@H](CC(C)C)[C@@H](O)CC(=O)NCCC(=O)N[C@@H](CC2=CNC=N2)C(=O)N)CCC1 (H-Arg-Arg-Pro-Phe-His-Sta-β-Ala-His-NH2). As a reaction SMILES: [NH:1](C(OCC1C=CC=CC=1)=O)[C@H:2]([C:10]([NH:12][C@H:13]([C:21]([N:23]1[CH2:77][CH2:76][CH2:75][C@H:24]1[C:25]([NH:27][C@H:28]([C:36]([NH:38][C@H:39]([C:46]([NH:48][C@H:49]([C@H:54]([CH2:56][C:57]([NH:59][CH2:60][CH2:61][C:62]([NH:64][C@H:65]([C:72]([NH2:74])=[O:73])[CH2:66][C:67]1[N:71]=[CH:70][NH:69][CH:68]=1)=[O:63])=[O:58])[OH:55])[CH2:50][CH:51]([CH3:53])[CH3:52])=[O:47])[CH2:40][C:41]1[N:45]=[CH:44][NH:43][CH:42]=1)=[O:37])[CH2:29][C:30]1[CH:35]=[CH:34][CH:33]=[CH:32][CH:31]=1)=[O:26])=[O:22])[CH2:14][CH2:15][CH2:16][NH:17][C:18](=[NH:20])[NH2:19])=[O:11])[CH2:3][CH2:4][CH2:5][NH:6][C:7](=[NH:9])[NH2:8].[H][H]>CO>[NH2:1][C@H:2]([C:10]([NH:12][C@H:13]([C:21]([N:23]1[CH2:77][CH2:76][CH2:75][C@H:24]1[C:25]([NH:27][C@H:28]([C:36]([NH:38][C@H:39]([C:46]([NH:48][C@H:49]([C@H:54]([CH2:56][C:57]([NH:59][CH2:60][CH2:61][C:62]([NH:64][C@H:65]([C:72]([NH2:74])=[O:73])[CH2:66][C:67]1[N:71]=[CH:70][NH:69][CH:68]=1)=[O:63])=[O:58])[OH:55])[CH2:50][CH:51]([CH3:53])[CH3:52])=[O:47])[CH2:40][C:41]1[N:45]=[CH:44][NH:43][CH:42]=1)=[O:37])[CH2:29][C:30]1[CH:31]=[CH:32][CH:33]=[CH:34][CH:35]=1)=[O:26])=[O:22])[CH2:14][CH2:15][CH2:16][NH:17][C:18](=[NH:19])[NH2:20])=[O:11])[CH2:3][CH2:4][CH2:5][NH:6][C:7](=[NH:8])[NH2:9]. Procedure details: 98 mg of Z-Arg-Arg-Pro-Phe-His-Sta-β-Ala-His-NH2 (from Example 20) are dissolved in 2 ml of 95% strength MeOH and hydrogenated with 20 mg of Pd-on-carbon (10% Pd), while stirring with a magnet and passing hydrogen through, until the starting material has disappeared. The catalyst is then filtered off, the filtrate is concentrated to dryness and the vitreous residue is dissolved in 2 ml of H2O and lyophilised, yielding H-Arg-Arg-Pro-Phe-His-Sta-β-Ala-His-NH2 in the form of an amorphous powder; Rf... The reactants are [Cr](=O)(=O)([O-])Cl.[NH+]1=CC=CC=C1 (pyridinium chlorochromate), C(C)(=O)[O-].[Na+] (sodium acetate), COC(=O)C1(OC1)C(CCCCC1=CC=CC=C1)O (2-(5-phenyl-1-hydroxypentyl)-2-oxiranecarboxylic acid methyl ester). Run in C(C)OCC (ethyl ether), C(Cl)Cl (methylene chloride). Conditions: time 3 hour. Yields the product COC(=O)C1(OC1)C(CCCCC1=CC=CC=C1)=O (2-(5-Phenyl-1-oxopentyl)-2-oxiranecarboxylic acid methyl ester). Isolated yield 43.3%. RXN SMILES: [Cr](Cl)([O-])(=O)=O.[NH+]1C=CC=CC=1.C([O-])(=O)C.[Na+].[CH3:17][O:18][C:19]([C:21]1([CH:24]([OH:35])[CH2:25][CH2:26][CH2:27][CH2:28][C:29]2[CH:34]=[CH:33][CH:32]=[CH:31][CH:30]=2)[CH2:23][O:22]1)=[O:20]>C(Cl)Cl.C(OCC)C>[CH3:17][O:18][C:19]([C:21]1([C:24](=[O:35])[CH2:25][CH2:26][CH2:27][CH2:28][C:29]2[CH:34]=[CH:33][CH:32]=[CH:31][CH:30]=2)[CH2:23][O:22]1)=[O:20] |f:0.1,2.3|. Procedure details: To a suspension of 7.6 g (35.4 mmol) of pyridinium chlorochromate and 2.90 g (35.4 mmol) of anhydrous sodium acetate in 100 ml of methylene chloride is added 1.55 g (5.9 mmol) of 2-(5-phenyl-1-hydroxypentyl)-2-oxiranecarboxylic acid methyl ester. The mixture is stirred at room temperature for 3 hours and then is diluted with ethyl ether. Filtration through Florisil and rotoevaporation gives an oil which is subjected to preparative column chromatography on silica gel (hexane:ethyl ether (3:2)). T... Reactants: COc1ccc2cc(Br)ccc2c1OC, [Li]CCCC, C1CCOC1, CCCCCC, CCOC(C)=O, [Cl-], [NH4+], CC(C)C(=O)c1c[nH]cn1. Product: COc1ccc2cc(C(O)(c3c[nH]cn3)C(C)C)ccc2c1OC. RXN SMILES: [Br:1][c:2]1[cH:3][c:4]2[cH:5][cH:6][c:7]([O:14][CH3:15])[c:8]([O:12][CH3:13])[c:9]2[cH:10][cH:11]1.[CH2:16]([Li:17])[CH2:18][CH2:19][CH3:20].[CH2:33]1[O:34][CH2:35][CH2:36][CH2:37]1.[CH3:38][CH2:39][CH2:40][CH2:41][CH2:42][CH3:43].[CH3:44][CH2:45][O:46][C:47](=[O:48])[CH3:49].[Cl-:31].[NH4+:32].[nH:21]1[cH:22][n:23][c:24]([C:26]([CH:27]([CH3:28])[CH3:29])=[O:30])[cH:25]1>>[c:2]1([C:26]([c:24]2[n:23][cH:22][nH:21][cH:25]2)([CH:27]([CH3:28])[CH3:29])[OH:30])[cH:3][c:4]2[cH:5][cH:6][c:7]([O:14][CH3:15])[c:8]([O:12][CH3:13])[c:9]2[cH:10][cH:11]1.